Dataset: the Open Reaction Database (ORD), a public repository of structured organic reaction records. Task: describe an organic reaction: reactants, conditions, products, and yield The reactants are CN(C)c1ccc(-c2nc3c(N4CCN(C(=O)OC(C)(C)C)CC4)c(Br)cnc3[nH]2)cc1, ClCCl, O=C(O)C(F)(F)F. The product is CN(C)c1ccc(-c2nc3c(N4CCNCC4)c(Br)cnc3[nH]2)cc1. As a reaction SMILES: [C:1]([O:2][C:3](=[O:4])[N:8]1[CH2:9][CH2:10][N:11]([c:14]2[c:15]3[c:16]([n:17][cH:18][c:19]2[Br:20])[nH:21][c:22](-[c:24]2[cH:25][cH:26][c:27]([N:30]([CH3:31])[CH3:32])[cH:28][cH:29]2)[n:23]3)[CH2:12][CH2:13]1)([CH3:5])([CH3:6])[CH3:7].[Cl:40][CH2:41][Cl:42].[F:33][C:34]([F:35])([F:36])[C:37]([OH:38])=[O:39]>>[NH:8]1[CH2:9][CH2:10][N:11]([c:14]2[c:15]3[c:16]([n:17][cH:18][c:19]2[Br:20])[nH:21][c:22](-[c:24]2[cH:25][cH:26][c:27]([N:30]([CH3:31])[CH3:32])[cH:28][cH:29]2)[n:23]3)[CH2:12][CH2:13]1. The reactants are C(C)(=O)OCC (ethyl acetate), C(=O)C=1C=CC(=C(CNC(OC(C)(C)C)=O)C1)OC (t-butyl N-(5-formyl-2-methoxybenzyl)carbamate), C(C1=CC=CC=C1)OC(=O)NC(C(=O)[O-])P(=O)(OC)OC ([(benzyloxy)carbonyl]amino-2-(dimethoxyphosphoryl)acetate), C1CCC2=NCCCN2CC1 (1,8-diazabicyclo[5,4,0]-7-undecene). The solvent is ClCCl (dichloromethane). Run at time 15 hour. Product: COC(C(=CC1=CC(=C(C=C1)OC)CNC(=O)OC(C)(C)C)NC(=O)OCC1=CC=CC=C1)=O (2-{[(benzyloxy)carbonyl]amino}-3-(3-{[(t-butoxycarbonyl)amino]methyl}-4-methoxyphenyl)-2-propenoic acid methyl ester). RXN SMILES: [CH:1]([C:3]1[CH:4]=[CH:5][C:6]([O:18][CH3:19])=[C:7]([CH:17]=1)[CH2:8][NH:9][C:10](=[O:16])[O:11][C:12]([CH3:15])([CH3:14])[CH3:13])=O.[CH2:20]([O:27][C:28]([NH:30][CH:31](P(OC)(OC)=O)[C:32]([O-:34])=[O:33])=[O:29])[C:21]1[CH:26]=[CH:25][CH:24]=[CH:23][CH:22]=1.[CH2:41]1CCN2C(=NCCC2)CC1.C(OCC)(=O)C>ClCCl>[CH3:41][O:34][C:32](=[O:33])[C:31]([NH:30][C:28]([O:27][CH2:20][C:21]1[CH:22]=[CH:23][CH:24]=[CH:25][CH:26]=1)=[O:29])=[CH:1][C:3]1[CH:4]=[CH:5][C:6]([O:18][CH3:19])=[C:7]([CH2:8][NH:9][C:10]([O:11][C:12]([CH3:15])([CH3:14])[CH3:13])=[O:16])[CH:17]=1. Procedure: 2.65 g of t-butyl N-(5-formyl-2-methoxybenzyl)carbamate, 3.81 g of methyl 2-([(benzyloxy)carbonyl]amino-2-(dimethoxyphosphoryl)acetate and 1.75 g of 1,8-diazabicyclo[5,4,0]-7-undecene were dissolved in 50 ml of dichloromethane, followed by stirring for 15 hours at room temperature. 300 ml of ethyl acetate was added, and the organic layer was successively washed with 150 ml of water and 150 ml of brine, dried over magnesium sulfate and concentrated. The residue was purified by silica gel column c... The reactants are C1(CC(C(CC1)C(C)C)C(=O)Cl)C (p-menth-3-oyl chloride), N(CCO)CCO (diethanolamine). Run in C(Cl)(Cl)Cl (chloroform), C(Cl)(Cl)Cl (chloroform). Reaction conditions: time 2 hour. Yields the product OCCN(C(=O)C1CC(CCC1C(C)C)C)CCO (N,N-Bis(2-hydroxyethyl)-p-menthane-3-carboxamide). As a reaction SMILES: [CH:1]1([CH3:13])[CH2:6][CH2:5][CH:4]([CH:7]([CH3:9])[CH3:8])[CH:3]([C:10](Cl)=[O:11])[CH2:2]1.[NH:14]([CH2:18][CH2:19][OH:20])[CH2:15][CH2:16][OH:17]>C(Cl)(Cl)Cl>[OH:17][CH2:16][CH2:15][N:14]([CH2:18][CH2:19][OH:20])[C:10]([CH:3]1[CH:4]([CH:7]([CH3:9])[CH3:8])[CH2:5][CH2:6][CH:1]([CH3:13])[CH2:2]1)=[O:11]. Procedure: A solution of p-menth-3-oyl chloride (4.0 g., 0.020 moles) in chloroform (30 ml.) was added dropwise to a stirred solution of diethanolamine (4.2 g., 0.044 moles) in chloroform (50 ml.). The reaction mixture goes cloudy and a yellow oil separates out. After 2 hours at room temperature, the yellow oil (upper layer) was separated. Infra red spectographic analysis indicated this to be (HOCH2CH2)2NH2+Cl-. Removal of the chloroform left a viscous oil (6 g.). Thin layer chromatography (CHCl3 and CHCl3... Starting materials: C=COC(C)=O, Cc1cccc(-n2nnc(C(C)O)n2)c1, Cc1ccccc1. Product: CC(=O)OC(C)c1nnn(-c2cccc(C)c2)n1. Reaction SMILES: [CH3:16][C:17](=[O:18])[O:19][CH:20]=[CH2:21].[CH3:1][c:2]1[cH:3][c:4](-[n:8]2[n:9][c:10]([CH:13]([CH3:14])[OH:15])[n:11][n:12]2)[cH:5][cH:6][cH:7]1.[CH3:22][c:23]1[cH:24][cH:25][cH:26][cH:27][cH:28]1>>[CH3:1][c:2]1[cH:3][c:4](-[n:8]2[n:9][c:10]([CH:13]([CH3:14])[O:15][C:17]([CH3:16])=[O:18])[n:11][n:12]2)[cH:5][cH:6][cH:7]1. Starting materials: CN1N=C(C=C1B(O)O)C(F)(F)F (1-methyl-3-trifluoromethylpyrazol-5-yl-boronic acid), IC1=NC(=C(C=N1)C)OC1=CC(=NN1C)C(F)(F)F (2-iodo-6-(1-methyl-3-trifluoromethylpyrazol-5-yloxy)-5-methylpyrimidine), solution, C([O-])([O-])=O.[K+].[K+] (potassium carbonate). Reagents/catalysts: C=1C=CC(=CC1)[P](C=2C=CC=CC2)(C=3C=CC=CC3)[Pd]([P](C=4C=CC=CC4)(C=5C=CC=CC5)C=6C=CC=CC6)([P](C=7C=CC=CC7)(C=8C=CC=CC8)C=9C=CC=CC9)[P](C=1C=CC=CC1)(C=1C=CC=CC1)C=1C=CC=CC1 (tetrakis(triphenylphosphine)palladium). Solvent: CO (methanol), C1(=CC=CC=C1)C (toluene), O (water). Yields the product CN1N=C(C=C1C1=NC=C(C(=N1)OC1=CC(=NN1C)C(F)(F)F)C)C(F)(F)F (2-(1-methyl-3-trifluoromethylpyrazol-5-yl)-4-(1-methyl-3-trifluoromethylpyrazol-5-yloxy)-5-methylpyrimidine). Reaction SMILES: I[C:2]1[N:7]=[CH:6][C:5]([CH3:8])=[C:4]([O:9][C:10]2[N:14]([CH3:15])[N:13]=[C:12]([C:16]([F:19])([F:18])[F:17])[CH:11]=2)[N:3]=1.C(=O)([O-])[O-].[K+].[K+].[CH3:26][N:27]1[C:31](B(O)O)=[CH:30][C:29]([C:35]([F:38])([F:37])[F:36])=[N:28]1>C1(C)C=CC=CC=1.O.CO.C1C=CC([P]([Pd]([P](C2C=CC=CC=2)(C2C=CC=CC=2)C2C=CC=CC=2)([P](C2C=CC=CC=2)(C2C=CC=CC=2)C2C=CC=CC=2)[P](C2C=CC=CC=2)(C2C=CC=CC=2)C2C=CC=CC=2)(C2C=CC=CC=2)C2C=CC=CC=2)=CC=1>[CH3:26][N:27]1[C:31]([C:2]2[N:3]=[C:4]([O:9][C:10]3[N:14]([CH3:15])[N:13]=[C:12]([C:16]([F:19])([F:18])[F:17])[CH:11]=3)[C:5]([CH3:8])=[CH:6][N:7]=2)=[CH:30][C:29]([C:35]([F:38])([F:37])[F:36])=[N:28]1 |f:1.2.3,^1:52,54,73,92|. Procedure: To a solution of 4A (1 g) in toluene (10 ml) is added a 2 M solution of potassium carbonate in water (2.5 ml) under an inert gas atmosphere. A suspension of 4B (0.66 g) and tetrakis(triphenylphosphine)palladium (0.15 g) in methanol (3 ml) is added and the mixture is heated to for 36 h to reflux. After cooling, the organic phase is separated and the water phase is washed twice with ethyl acetate. The combined organic phases are dried, evaporated to dryness and the residue is purified by silica-ge... Reactants: C12(CC3CC(CC(C1)C3)C2)C=2C=C(C=CC2OC[C@@H](CO)O)C=2C=C3C=CC(=CC3=CC2)C(=O)OCC2=CC=CC=C2 (Benzyl 6-[3-(1-adamantyl)-4-(2(R),3-dihydroxypropyloxy)phenyl]-2-naphthoate), [OH-].[Na+] (sodium hydroxide). Run in CO (methanol). Yields the product C12(CC3CC(CC(C1)C3)C2)C=2C=C(C=CC2OC[C@@H](CO)O)C=2C=C3C=CC(=CC3=CC2)C(=O)O (6-[3-(1-Adamantyl)-4-(2(R),3-dihydroxypropyloxy)phenyl]-2-naphthoic acid). Reaction SMILES: [C:1]12([C:11]3[CH:12]=[C:13]([C:23]4[CH:24]=[C:25]5[C:30](=[CH:31][CH:32]=4)[CH:29]=[C:28]([C:33]([O:35]CC4C=CC=CC=4)=[O:34])[CH:27]=[CH:26]5)[CH:14]=[CH:15][C:16]=3[O:17][CH2:18][C@H:19]([OH:22])[CH2:20][OH:21])[CH2:10][CH:5]3[CH2:6][CH:7]([CH2:9][CH:3]([CH2:4]3)[CH2:2]1)[CH2:8]2.[OH-].[Na+]>CO>[C:1]12([C:11]3[CH:12]=[C:13]([C:23]4[CH:24]=[C:25]5[C:30](=[CH:31][CH:32]=4)[CH:29]=[C:28]([C:33]([OH:35])=[O:34])[CH:27]=[CH:26]5)[CH:14]=[CH:15][C:16]=3[O:17][CH2:18][C@H:19]([OH:22])[CH2:20][OH:21])[CH2:10][CH:5]3[CH2:4][CH:3]([CH2:9][CH:7]([CH2:6]3)[CH2:8]1)[CH2:2]2 |f:1.2|. Procedure: 3.45 g (6 mmol) of the benzyl ester obtained in Example 51, in 50 ml of methanol, are treated with 4 g of sodium hydroxide. The reaction medium is refluxed for 2 h and it is then treated as indicated in Example 6. After a recrystallization from the ethanol/water mixture, 2.28 g (87%) of the expected derivative are isolated, which derivative melts at 271°-272° C., [α]D =+1.5° (c=1,DMF). Product: O1C(CCCC1)OCCCC#CCCCCC (1-(tetrahydropyran-2-yloxy)-4 decyne). The solvent is CN1CCCN(C1=O)C (DMPU). RXN SMILES: [O:1]1[CH2:6][CH2:5][CH2:4][CH2:3][CH:2]1[O:7][CH2:8][CH2:9][CH2:10][C:11]#[CH:12].C([Li])CCC.[CH3:18][CH2:19][CH2:20][CH2:21][CH2:22]C.C(Br)CCCC>CN1C(=O)N(C)CCC1>[O:1]1[CH2:6][CH2:5][CH2:4][CH2:3][CH:2]1[O:7][CH2:8][CH2:9][CH2:10][C:11]#[C:12][CH2:18][CH2:19][CH2:20][CH2:21][CH3:22]. Yield: 58.0%. Starting materials: O1C(CCCC1)OCCCC#C (1-(tetrahydropyran-2-yloxy)-4-pentyne), C(CCC)[Li] (n-butyllithium), CCCCCC (hexane), C(CCCC)Br (n-pentyl bromide). Procedure details: 1-(Tetrahydopyran-2-yloxy)-4-pentyne (1) (0.66 g, 3.90 mmol) was metallated with n-butyllithium solution (2.5M) in hexane (1.87 ml, 1.2 eq.). Addition of a solution of n-pentyl bromide (0.725 ml, 1.5 eq.) in DMPU (2 ml) produced 0.54 g (58% yield) of the title compound (15). 1H NMR (200 MHz) δ: 4.60 (m, 1H, CH-2'), 3.65 (m, 4H, CH2 -1, 6'), 2.26 (tt, J=7.0, 7.0, 2.0, 2.0 Hz, 2H, CH2 -3), 2.13 (tt, J=7.0, 7.0, 2.5, 2.5 Hz, 2H, CH2 -6), 1.77 (tt, J=6.8, 6.8, 7.07 7.0 Hz, 2H, CH2 -2), 1.33 (m, 6H, ... The reactants are CC(C(COC1=C(C=C(C=C1)CCCC=1C=C(C(C(=O)OC)=CC1)C(=O)OC)C)=O)(C)C (dimethyl 4-{3-[4-(3,3-dimethyl-2-oxobutoxy)-3-methylphenyl]propyl}phthalate), [H-].[Al+3].[Li+].[H-].[H-].[H-] (lithium aluminum hydride). Product: OCC=1C=C(C=CC1CO)CCCC1=CC(=C(OCC(C(C)(C)C)O)C=C1)C (1-{4-[3-(3,4-Bis-hydroxymethyl-phenyl)-propyl]-2-methyl-phenoxy}-3,3-dimethyl-butan-2-ol). As a reaction SMILES: [CH3:1][C:2]([CH3:32])([CH3:31])[C:3](=[O:30])[CH2:4][O:5][C:6]1[CH:11]=[CH:10][C:9]([CH2:12][CH2:13][CH2:14][C:15]2[CH:16]=[C:17]([C:25](OC)=[O:26])[C:18](=[CH:23][CH:24]=2)[C:19](OC)=[O:20])=[CH:8][C:7]=1[CH3:29].[H-].[Al+3].[Li+].[H-].[H-].[H-]>>[OH:26][CH2:25][C:17]1[CH:16]=[C:15]([CH2:14][CH2:13][CH2:12][C:9]2[CH:10]=[CH:11][C:6]([O:5][CH2:4][CH:3]([OH:30])[C:2]([CH3:31])([CH3:32])[CH3:1])=[C:7]([CH3:29])[CH:8]=2)[CH:24]=[CH:23][C:18]=1[CH2:19][OH:20] |f:1.2.3.4.5.6|. Procedure: In a manner similar to Example 1h, by reacting 900 mg (2.1 mmol) of dimethyl 4-{3-[4-(3,3-dimethyl-2-oxobutoxy)-3-methylphenyl]propyl}phthalate with 375 mg (10 mmol) of lithium aluminum hydride. A thick colorless oil is obtained (m=780 mg, y=96%).